Dataset: the Open Reaction Database (ORD), a public repository of structured organic reaction records. Task: describe an organic reaction: reactants, conditions, products, and yield Reactants: O=C([O-])[O-], C=CCN1CCNCC1, CN(C)C=O, O=[N+]([O-])c1ccc(Cl)nc1, [K+], [K+]. Yields the product C=CCN1CCN(c2ccc([N+](=O)[O-])cn2)CC1. Reaction SMILES: [C:11](=[O:12])([O-:13])[O-:14].[CH2:17]([CH:18]=[CH2:19])[N:20]1[CH2:21][CH2:22][NH:23][CH2:24][CH2:25]1.[CH3:26][N:27]([CH3:28])[CH:29]=[O:30].[Cl:1][c:2]1[n:3][cH:4][c:5]([N+:8](=[O:9])[O-:10])[cH:6][cH:7]1.[K+:15].[K+:16]>>[c:2]1([N:23]2[CH2:22][CH2:21][N:20]([CH2:17][CH:18]=[CH2:19])[CH2:25][CH2:24]2)[n:3][cH:4][c:5]([N+:8](=[O:9])[O-:10])[cH:6][cH:7]1. The reactants are CC=1C2=CC=CC=C2C2CNCCC21 (1,3,4,9b-Tetrahydro-5-methyl-2H-indeno[1,2-c]pyridine), ClCC(=O)N (chloroacetamide). Product: CC=1C2=CC=CC=C2C2C(NCCC21)CC(=O)N (1,3,4,9b-Tetrahydro-5-methyl-2H-indeno[1,2-c]pyridine acetamide). As a reaction SMILES: [CH3:1][C:2]1[C:3]2[C:8]([CH:9]3[C:14]=1[CH2:13][CH2:12][NH:11][CH2:10]3)=[CH:7][CH:6]=[CH:5][CH:4]=2.Cl[CH2:16][C:17]([NH2:19])=[O:18]>>[CH3:1][C:2]1[C:3]2[C:8]([CH:9]3[C:14]=1[CH2:13][CH2:12][NH:11][CH:10]3[CH2:16][C:17]([NH2:19])=[O:18])=[CH:7][CH:6]=[CH:5][CH:4]=2. Reported procedure: 1,3,4,9b-Tetrahydro-5-methyl-2H-indeno[1,2-c]pyridine and chloroacetamide are reacted in accordance with the process described in Example 1. Reaction period four hours at 60°. M.P. of the title compound 167°-168° from acetone. Starting materials: ClC=1C=C(C(=O)O)C=CC1F (3-chloro-4-fluorobenzoic acid), CN(CCN(C)C)C (tetramethylethylenediamine), ClC(C(Cl)(Cl)Cl)(Cl)Cl (hexachloroethane), C(=O)=O (dry ice), C(C)(CC)[Li].C1CCCCC1 (sec-butyllithium cyclohexane). Solvent: O1CCCC1 (tetrahydrofuran), O1CCCC1 (tetrahydrofuran), O (Water), O1CCCC1 (tetrahydrofuran). Reaction conditions: temperature -85 celsius, time 2 hour. Yields the product ClC1=C(C(=O)O)C=CC(=C1Cl)F (2,3-dichloro-4-fluorobenzoic acid). Isolated yield 69.5%. As a reaction SMILES: CN(C)CCN(C)C.C(=O)=O.C([Li])(CC)C.C1CCCCC1.[Cl:23][C:24]1[CH:25]=[C:26]([CH:30]=[CH:31][C:32]=1[F:33])[C:27]([OH:29])=[O:28].[Cl:34]C(Cl)(Cl)C(Cl)(Cl)Cl>O1CCCC1.O>[Cl:34][C:25]1[C:24]([Cl:23])=[C:32]([F:33])[CH:31]=[CH:30][C:26]=1[C:27]([OH:29])=[O:28] |f:2.3|. Procedure: To an oven-dried, N2-purged 1-L, round-bottomed flask containing a large magnetic stir bar were added via syringe anhydrous tetrahydrofuran (200 mL) and tetramethylethylenediamine (11.3 mL, 8.72 g, 75.0 mmol). The flask was cooled to −85° C. (dry ice/anhydrous ether slurry) and the sec-butyllithium/cyclohexane solution (53.6 mL of 1.4 M solution, 75.0 mmol) was added via syringe. A solution of commercially available 3-chloro-4-fluorobenzoic acid (5.24 g, 30 mmol) in anhydrous tetrahydrofuran (10... The reactants are O=C([O-])[O-], CCOC(=O)c1[nH]c2ccncc2c1Nc1ccc(I)cc1F, CCI, [K+], [K+], CN(C)C=O. Product: CCOC(=O)c1c(Nc2ccc(I)cc2F)c2cnccc2n1CC. As a reaction SMILES: [C:24](=[O:25])([O-:26])[O-:27].[CH2:1]([CH3:2])[O:3][C:4](=[O:5])[c:6]1[c:7]([NH:15][c:16]2[c:17]([F:23])[cH:18][c:19]([I:22])[cH:20][cH:21]2)[c:8]2[cH:9][n:10][cH:11][cH:12][c:13]2[nH:14]1.[CH2:30]([CH3:31])[I:32].[K+:28].[K+:29].[O:33]=[CH:34][N:35]([CH3:36])[CH3:37]>>[CH2:1]([CH3:2])[O:3][C:4](=[O:5])[c:6]1[c:7]([NH:15][c:16]2[c:17]([F:23])[cH:18][c:19]([I:22])[cH:20][cH:21]2)[c:8]2[cH:9][n:10][cH:11][cH:12][c:13]2[n:14]1[CH2:30][CH3:31]. The reactants are O (water), C1(C=2C(C(N1)=O)=CC=CC2)=O (phthalimide), [K] (potassium), BrCCC=C(C)C (1-bromo4-methyl-3-pentene). Solvent: CN(C=O)C (dimethylformamide). Conditions: temperature 90 celsius, time 4 hour. Yields the product CC(=CCCN1C(C=2C(C1=O)=CC=CC2)=O)C (4-Methyl-1-(phthalimido)-3-pentene). As a reaction SMILES: [C:1]1(=[O:11])[NH:5][C:4](=[O:6])[C:3]2=[CH:7][CH:8]=[CH:9][CH:10]=[C:2]12.[K].Br[CH2:14][CH2:15][CH:16]=[C:17]([CH3:19])[CH3:18].O>CN(C)C=O>[CH3:18][C:17]([CH3:19])=[CH:16][CH2:15][CH2:14][N:5]1[C:1](=[O:11])[C:2]2=[CH:10][CH:9]=[CH:8][CH:7]=[C:3]2[C:4]1=[O:6] |^1:11|. Reported procedure: To a suspension of phthalimide, potassium derivative (11.5 g, 0.062 mol) in dry dimethylformamide (60 mL) was added 1-bromo4-methyl-3-pentene (10.0 g, 0.061 mol) and the suspension was stirred under N2 at 90° C. for 4 h. The reaction mixture was poured into water (300 mL) and the precipitated solid was filtered and washed with water and the solid was dried under vacuum. Yield: 12.8 g (91%). mp 95-97° C. MS: (M+H)+=229.9. Starting materials: C(C)C1(NC(CC(C1C)NC(C1=CC=CC=C1)=O)(C)CC)C (2,6-diethyl-2,3,6-trimethyl-4-benzamidopiperidine), Cl (hydrochloric acid), C1CO1 (ethyleneoxide). The solvent is CO (methanol). Reaction conditions: temperature 130 celsius. The product is OCCN1C(C(C(CC1(C)CC)NC(C1=CC=CC=C1)=O)C)(C)CC (1-β-hydroxyethyl-2,6-diethyl-2,3,6-trimethyl-4-benzamidopiperidine). Reaction SMILES: [CH2:1]([C:3]1([CH3:22])[CH:8]([CH3:9])[CH:7]([NH:10][C:11](=[O:18])[C:12]2[CH:17]=[CH:16][CH:15]=[CH:14][CH:13]=2)[CH2:6][C:5]([CH2:20][CH3:21])([CH3:19])[NH:4]1)[CH3:2].Cl.[CH2:24]1[O:26][CH2:25]1>CO>[OH:26][CH2:25][CH2:24][N:4]1[C:5]([CH2:20][CH3:21])([CH3:19])[CH2:6][CH:7]([NH:10][C:11](=[O:18])[C:12]2[CH:13]=[CH:14][CH:15]=[CH:16][CH:17]=2)[CH:8]([CH3:9])[C:3]1([CH2:1][CH3:2])[CH3:22]. Reported procedure: 30.3 g of 2,6-diethyl-2,3,6-trimethyl-4-benzamidopiperidine (compound no. 9), 200 ml of methanol and 2 ml of concentrated hydrochloric acid are introduced into an autoclave. About 9 g of ethyleneoxide are added, and the contents of the autoclave are heated to 130° C. for 30 hours. After cooling, the contents of the autoclave are purified by filtration, and the methanol is evaporated. Crystallization of the residue from toluene yields 1-β-hydroxyethyl-2,6-diethyl-2,3,6-trimethyl-4-benzamidopiperi... Reactants: COC=1C=C(C=CC1)C1=CC=C2CC(NC2=C1)=O (6-(3-methoxyphenyl)-2-oxindole), C(=O)C=1NC=2CCCCC2C1CCC(=O)O (3-(2-formyl-4,5,6,7-tetrahydro-1H-indol-3-yl)-propionic acid). Reagents/catalysts: N1CCCCC1 (piperidine). Solvent: C(C)O (ethanol). Conditions: temperature 90 celsius, time 8 hour. Product: COC=1C=C(C=CC1)C1=CC=C2C(C(NC2=C1)=O)=CC=1NC=2CCCCC2C1CCC(=O)O (3-{2-[6-(3-methoxyphenyl)-2-oxo-1,2-dihydroindol-3-ylidenemethyl]-4,5,6,7-tetrahydro-1H-indol-3-yl}-propionic acid). Yield: 82.1%. RXN SMILES: [CH3:1][O:2][C:3]1[CH:4]=[C:5]([C:9]2[CH:17]=[C:16]3[C:12]([CH2:13][C:14](=[O:18])[NH:15]3)=[CH:11][CH:10]=2)[CH:6]=[CH:7][CH:8]=1.[CH:19]([C:21]1[NH:22][C:23]2[CH2:24][CH2:25][CH2:26][CH2:27][C:28]=2[C:29]=1[CH2:30][CH2:31][C:32]([OH:34])=[O:33])=O>N1CCCCC1.C(O)C>[CH3:1][O:2][C:3]1[CH:4]=[C:5]([C:9]2[CH:17]=[C:16]3[C:12]([C:13](=[CH:19][C:21]4[NH:22][C:23]5[CH2:24][CH2:25][CH2:26][CH2:27][C:28]=5[C:29]=4[CH2:30][CH2:31][C:32]([OH:34])=[O:33])[C:14](=[O:18])[NH:15]3)=[CH:11][CH:10]=2)[CH:6]=[CH:7][CH:8]=1. Procedure details: A mixture of 103 mg 6-(3-methoxyphenyl)-2-oxindole, 95 mg 3-(2-formyl-4,5,6,7-tetrahydro-1H-indol-3-yl)-propionic acid and piperidine (3 drops) in ethanol (2 mL) was heated in sealed tube to 90° C. and held there overnight. The reaction mixture was concentrated and acidified with 6 N hydrochloric acid. The precipitate that formed was collected by filtration and washed with water and hexane to give 156 mg of 3-{2-[6-(3-methoxyphenyl)-2-oxo-1,2-dihydroindol-3-ylidenemethyl]-4,5,6,7-tetrahydro-1H-i... Reactants: C(C=C)CC(=S)Cl (allylthioacetyl chloride), CC1S[C@H]2N(C(=C1)C(=O)OCC(Cl)(Cl)Cl)C(C2N)=O (2,2,2-trichloroethyl 2-methyl-7-amino-3-cephem-4-carboxylate). Solvent: ClCCl (dichloromethane). Conditions: temperature -20 celsius, time 1 hour. Product: CC1S[C@H]2N(C(=C1)C(=O)OCC(Cl)(Cl)Cl)C(C2NC(CCC=C)=S)=O (2,2,2-trichloroethyl 2-methyl-7-(2-allylthioacetamido)-3-cephem-4-carboxylate). RXN SMILES: [CH2:1]([CH2:4][C:5](Cl)=[S:6])[CH:2]=[CH2:3].[CH3:8][CH:9]1[CH:14]=[C:13]([C:15]([O:17][CH2:18][C:19]([Cl:22])([Cl:21])[Cl:20])=[O:16])[N:12]2[C:23](=[O:26])[CH:24]([NH2:25])[C@H:11]2[S:10]1>ClCCl>[CH3:8][CH:9]1[CH:14]=[C:13]([C:15]([O:17][CH2:18][C:19]([Cl:22])([Cl:20])[Cl:21])=[O:16])[N:12]2[C:23](=[O:26])[CH:24]([NH:25][C:5](=[S:6])[CH2:4][CH2:1][CH:2]=[CH2:3])[C@H:11]2[S:10]1. Reported procedure: A solution of thus obtained allylthioacetyl chloride (0.452 g) in dichloromethane (3 ml) was dropwise added at -30° C. over 5 minutes to the above-mentioned solution of 2,2,2-trichloroethyl 2-methyl-7-amino-3-cephem-4-carboxylate, and the mixture was stirred for 1 hour at -20° C. After the reaction, the reaction mixture was in turn washed twice with 5% hydrochloric acid, once with water, twice with a saturated sodium bicarbonate aqueous solution and once with a saturated sodium chloride aqueous ... Reactants: CC(C)N1CCC(Oc2cc3cc(C(=O)N4CCN(S(=O)(=O)N5CCCCC5)CC4)[nH]c3cc2Br)CC1, CC(=O)[O-], CC(=O)[O-], ClC(Cl)Cl, OB(O)c1ccnc(Cl)c1, [Cu+2], c1ccncc1. RXN SMILES: [Br:1][c:2]1[c:3]([O:28][CH:29]2[CH2:30][CH2:31][N:32]([CH:35]([CH3:36])[CH3:37])[CH2:33][CH2:34]2)[cH:4][c:5]2[cH:6][c:7]([C:11](=[O:12])[N:13]3[CH2:14][CH2:15][N:16]([S:19](=[O:20])(=[O:21])[N:22]4[CH2:23][CH2:24][CH2:25][CH2:26][CH2:27]4)[CH2:17][CH2:18]3)[nH:8][c:9]2[cH:10]1.[C:58]([O-:59])(=[O:60])[CH3:61].[C:63]([O-:64])(=[O:65])[CH3:66].[CH:54]([Cl:55])([Cl:56])[Cl:57].[Cl:38][c:39]1[n:40][cH:41][cH:42][c:43]([B:45]([OH:46])[OH:47])[cH:44]1.[Cu+2:62].[cH:48]1[cH:49][cH:50][n:51][cH:52][cH:53]1>>[Br:1][c:2]1[c:3]([O:28][CH:29]2[CH2:30][CH2:31][N:32]([CH:35]([CH3:36])[CH3:37])[CH2:33][CH2:34]2)[cH:4][c:5]2[cH:6][c:7]([C:11](=[O:12])[N:13]3[CH2:14][CH2:15][N:16]([S:19](=[O:20])(=[O:21])[N:22]4[CH2:23][CH2:24][CH2:25][CH2:26][CH2:27]4)[CH2:17][CH2:18]3)[n:8](-[c:43]3[cH:42][cH:41][n:40][c:39]([Cl:38])[cH:44]3)[c:9]2[cH:10]1. Product: CC(C)N1CCC(Oc2cc3cc(C(=O)N4CCN(S(=O)(=O)N5CCCCC5)CC4)n(-c4ccnc(Cl)c4)c3cc2Br)CC1.